From a dataset of the Open Reaction Database (ORD), a public repository of structured organic reaction records. describe an organic reaction: reactants, conditions, products, and yield Starting materials: N1N=CC=2C1=NC=CC2 (1H-pyrazolo[3,4-b]pyridine), C(N)(=O)C1=NN(C2=CN=C(C=C21)C)CC(=O)O ((3-carbamoyl-5-methyl-pyrazolo[3,4-c]pyridin-1-yl)-acetic acid). The product is C(N)(=O)C1=NN(C2=NC=CC=C21)CC(=O)O ((3-Carbamoyl-pyrazolo[3,4-b]pyridin-1-yl)-acetic acid). As a reaction SMILES: [NH:1]1C2=NC=CC=C2C=N1.[C:10]([C:13]1[C:21]2[C:16](=CN=[C:19]([CH3:22])[CH:20]=2)[N:15]([CH2:23][C:24]([OH:26])=[O:25])[N:14]=1)(=[O:12])[NH2:11]>>[C:10]([C:13]1[C:21]2[C:16](=[N:1][CH:22]=[CH:19][CH:20]=2)[N:15]([CH2:23][C:24]([OH:26])=[O:25])[N:14]=1)(=[O:12])[NH2:11]. Procedure: was prepared from 1H-pyrazolo[3,4-b]pyridine [271-73-8] by using the same procedures as described for the preparation of (3-carbamoyl-5-methyl-pyrazolo[3,4-c]pyridin-1-yl)-acetic acid (Scheme A27). MS (LC-MS): 221 [M+H]+, tR (HPLC conditions k): 0.87 min. The reactants are COC(=O)c1ccc(B2OC(C)(C)C(C)(C)O2)c(C)c1, COc1cccc(C2=C(OS(=O)(=O)C(F)(F)F)CCCC2)c1. Product: COC(=O)c1ccc(C2=C(c3cccc(OC)c3)CCCC2)c(C)c1. Reaction SMILES: [CH3:1][O:2][C:3]([c:4]1[cH:5][c:6]([CH3:19])[c:7]([B:10]2[O:11][C:12]([CH3:13])([CH3:14])[C:15]([CH3:16])([CH3:17])[O:18]2)[cH:8][cH:9]1)=[O:20].[F:21][C:22]([F:23])([F:24])[S:25]([O:26][C:27]1=[C:28]([c:33]2[cH:34][c:35]([O:39][CH3:40])[cH:36][cH:37][cH:38]2)[CH2:29][CH2:30][CH2:31][CH2:32]1)(=[O:41])=[O:42]>>[CH3:1][O:2][C:3]([c:4]1[cH:5][c:6]([CH3:19])[c:7]([C:27]2=[C:28]([c:33]3[cH:34][c:35]([O:39][CH3:40])[cH:36][cH:37][cH:38]3)[CH2:29][CH2:30][CH2:31][CH2:32]2)[cH:8][cH:9]1)=[O:20]. Reactants: CCCCc1c(C(=O)N(C)Cc2ccc3c(Br)c(OCC(Cc4ccccc4)C(=O)OC)ccc3c2)oc2ccccc12, CO, Cl, [Na+], [OH-], O. Product: CCCCc1c(C(=O)N(C)Cc2ccc3c(Br)c(OCC(Cc4ccccc4)C(=O)O)ccc3c2)oc2ccccc12. RXN SMILES: [CH3:3][O:4][C:5]([CH:6]([CH2:7][O:8][c:9]1[c:10]([Br:37])[c:11]2[cH:12][cH:13][c:14]([CH2:19][N:20]([CH3:21])[C:22](=[O:23])[c:24]3[o:25][c:26]4[c:27]([c:28]3[CH2:29][CH2:30][CH2:31][CH3:32])[cH:33][cH:34][cH:35][cH:36]4)[cH:15][c:16]2[cH:17][cH:18]1)[CH2:38][c:39]1[cH:40][cH:41][cH:42][cH:43][cH:44]1)=[O:45].[CH3:48][OH:49].[ClH:47].[Na+:2].[OH-:1].[OH2:46]>>[O:4]=[C:5]([CH:6]([CH2:7][O:8][c:9]1[c:10]([Br:37])[c:11]2[cH:12][cH:13][c:14]([CH2:19][N:20]([CH3:21])[C:22](=[O:23])[c:24]3[o:25][c:26]4[c:27]([c:28]3[CH2:29][CH2:30][CH2:31][CH3:32])[cH:33][cH:34][cH:35][cH:36]4)[cH:15][c:16]2[cH:17][cH:18]1)[CH2:38][c:39]1[cH:40][cH:41][cH:42][cH:43][cH:44]1)[OH:45]. The reactants are CC1=C(C(=CC=C1)C)NC(CN1CCN(CC1)CC(COC1CC2=CC=CC=C2C1)O)=O (N-(2,6-dimethylphenyl)-2-[4-(2-hydroxy-3-indan-2-yloxypropyl)piperazinyl]acetamide), C1=C(C=CC2=CC=CC=C12)CO (2-naphthylmethanol). The solvent is CC(C)O (2-propanol). Yields the product CC1=C(C(=CC=C1)C)NC(CN1CCN(CC1)CC(COCC1=CC2=CC=CC=C2C=C1)O)=O (N-(2,6-dimethylphenyl)-2-{4-[2-hydroxy-3-(2-naphthylmethoxy)propyl]piperazinyl}acetamide). As a reaction SMILES: [CH3:1][C:2]1[CH:7]=[CH:6][CH:5]=[C:4]([CH3:8])[C:3]=1[NH:9][C:10](=[O:32])[CH2:11][N:12]1[CH2:17][CH2:16][N:15]([CH2:18][CH:19]([OH:31])[CH2:20]OC2CC3C(=CC=CC=3)C2)[CH2:14][CH2:13]1.[CH:33]1[C:42]2[C:37](=[CH:38][CH:39]=[CH:40][CH:41]=2)[CH:36]=[CH:35][C:34]=1[CH2:43][OH:44]>CC(O)C>[CH3:8][C:4]1[CH:5]=[CH:6][CH:7]=[C:2]([CH3:1])[C:3]=1[NH:9][C:10](=[O:32])[CH2:11][N:12]1[CH2:17][CH2:16][N:15]([CH2:18][CH:19]([OH:31])[CH2:20][O:44][CH2:43][C:34]2[CH:35]=[CH:36][C:37]3[C:42](=[CH:41][CH:40]=[CH:39][CH:38]=3)[CH:33]=2)[CH2:14][CH2:13]1. Procedure: Compound 25 was prepared in a similar manner to compound 7, substituting the commercially available 2-naphthylmethanol for 2-propanol in part C. MS (M+1)=462.41